Task: describe an organic reaction: reactants, conditions, products, and yield. Dataset: the Open Reaction Database (ORD), a public repository of structured organic reaction records Yields the product ClC1=NC(=CC(=N1)C(=C)OCC)COCC(F)(F)F (2-Chloro-4-(1-ethoxyvinyl)-6-((2,2,2-trifluoroethoxy)methyl)pyrimidine). The reagents and catalysts are Cl[Pd]([P](C1=CC=CC=C1)(C2=CC=CC=C2)C3=CC=CC=C3)([P](C4=CC=CC=C4)(C5=CC=CC=C5)C6=CC=CC=C6)Cl (bis(triphenylphosphine)-palladium chloride). Run in CN(C=O)C (dimethylformamide), O (water). RXN SMILES: [Cl:1][C:2]1[N:7]=[C:6](Cl)[CH:5]=[C:4]([CH2:9][O:10][CH2:11][C:12]([F:15])([F:14])[F:13])[N:3]=1.C([Sn](CCCC)(CCCC)[C:21]([O:23][CH2:24][CH3:25])=[CH2:22])CCC.[F-].[K+]>CN(C)C=O.O.Cl[Pd](Cl)([P](C1C=CC=CC=1)(C1C=CC=CC=1)C1C=CC=CC=1)[P](C1C=CC=CC=1)(C1C=CC=CC=1)C1C=CC=CC=1>[Cl:1][C:2]1[N:7]=[C:6]([C:21]([O:23][CH2:24][CH3:25])=[CH2:22])[CH:5]=[C:4]([CH2:9][O:10][CH2:11][C:12]([F:15])([F:14])[F:13])[N:3]=1 |f:2.3,^1:44,63|. Reported procedure: A degased solution of 2,4-dichloro-6-((2,2,2-trifluoroethoxy)methyl)pyrimidine (7 g, 26.82 mmol), tributyl(1-ethoxyvinyl)stannane (9.51 mL, 28.16 mmol) and bis(triphenylphosphine)-palladium chloride (0.376 g, 0.54 mmol) in dimethylformamide (200 mL) was heated under argon at 100° C. for 1.5 h. The mixture was poured into a solution of potassium fluoride (20 g) in water 250 mL, and the mixture was extracted with MTBE (300 mL). The organic phase was washed with water, dried over sodium sulfate, an... Isolated yield 50.3%. The reactants are ClC1=NC(=CC(=N1)Cl)COCC(F)(F)F (2,4-dichloro-6-((2,2,2-trifluoroethoxy)methyl)pyrimidine), C(CCC)[Sn](C(=C)OCC)(CCCC)CCCC (tributyl(1-ethoxyvinyl)stannane), [F-].[K+] (potassium fluoride). Product: CC(C)OC(=O)C1C(C(=O)O)N(Cc2ccccc2)C(=O)N1Cc1ccccc1. As a reaction SMILES: [CH2:1]([c:2]1[cH:3][cH:4][cH:5][cH:6][cH:7]1)[N:8]1[C:9](=[O:25])[N:10]([CH2:18][c:19]2[cH:20][cH:21][cH:22][cH:23][cH:24]2)[CH:11]2[CH:12]1[C:13](=[O:14])[O:15][C:16]2=[O:17].[CH:32]([CH3:33])([CH3:34])[OH:35].[cH:26]1[cH:27][cH:28][cH:29][cH:30][cH:31]1>>[CH2:1]([c:2]1[cH:3][cH:4][cH:5][cH:6][cH:7]1)[N:8]1[C:9](=[O:25])[N:10]([CH2:18][c:19]2[cH:20][cH:21][cH:22][cH:23][cH:24]2)[CH:11]([C:16]([OH:15])=[O:17])[CH:12]1[C:13](=[O:14])[O:35][CH:32]([CH3:33])[CH3:34]. Reactants: O=C1OC(=O)C2C1N(Cc1ccccc1)C(=O)N2Cc1ccccc1, CC(C)O, c1ccccc1.